Dataset: the Open Reaction Database (ORD), a public repository of structured organic reaction records. Task: describe an organic reaction: reactants, conditions, products, and yield Starting materials: FC(OC1=CC=C(C=C1)N1C(C2(CC1)CCNCC2)=O)(F)F (2-(4-trifluoromethoxy-phenyl)-2,8-diaza-spiro[4.5]decan-1-one), O=C(OC(Cl)(Cl)Cl)Cl (diphosgene), CNC1=CC=C(C=C1)C(F)(F)F (methyl-(4-trifluoromethyl-phenyl)-amine). Conditions: temperature 80 celsius, time 1 hour. Product: CN(C(=O)N1CCC2(CCN(C2=O)C2=CC=C(C=C2)OC(F)(F)F)CC1)C1=CC=C(C=C1)C(F)(F)F (1-Oxo-2-(4-trifluoromethoxy-phenyl)-2,8-diaza-spiro[4.5]decane-8-carboxylic acid methyl-(4-trifluoromethyl-phenyl)-amide). RXN SMILES: [F:1][C:2]([F:22])([F:21])[O:3][C:4]1[CH:9]=[CH:8][C:7]([N:10]2[CH2:14][CH2:13][C:12]3([CH2:19][CH2:18][NH:17][CH2:16][CH2:15]3)[C:11]2=[O:20])=[CH:6][CH:5]=1.O=C(Cl)[O:25][C:26](Cl)(Cl)Cl.[CH3:31][NH:32][C:33]1[CH:38]=[CH:37][C:36]([C:39]([F:42])([F:41])[F:40])=[CH:35][CH:34]=1>>[CH3:31][N:32]([C:33]1[CH:34]=[CH:35][C:36]([C:39]([F:40])([F:41])[F:42])=[CH:37][CH:38]=1)[C:26]([N:17]1[CH2:16][CH2:15][C:12]2([C:11](=[O:20])[N:10]([C:7]3[CH:8]=[CH:9][C:4]([O:3][C:2]([F:1])([F:21])[F:22])=[CH:5][CH:6]=3)[CH2:14][CH2:13]2)[CH2:19][CH2:18]1)=[O:25]. Procedure: This material was prepared in analogy to example 251 step B) from 2-(4-trifluoromethoxy-phenyl)-2,8-diaza-spiro[4.5]decan-1-one, diphosgene and methyl-(4-trifluoromethyl-phenyl)-amine. The reaction mixture was stirred for 1 h at room temperature, 2 h at 50° C. and 1 h at 80° C. before subjecting to work-up and purification. MS (ESI): 516.5 (MH+). Starting materials: CC1COCCN1c1nc(-c2ccc(Nc3cccc(OCc4ccccc4)n3)cc2)nc2c1CCN(C)C2, CC1COCCN1c1nc(-c2ccc(Nc3cccc(OCc4ccccc4)n3)cc2)nc2c1CCNC2, CI, CCN(C(C)C)C(C)C, CN(C)C=O, O. Product: CC1COCCN1c1nc(-c2ccc(Nc3cccc(=O)[nH]3)cc2)nc2c1CCN(C)C2. As a reaction SMILES: [CH2:1]([c:2]1[cH:3][cH:4][cH:5][cH:6][cH:7]1)[O:8][c:9]1[cH:10][cH:11][cH:12][c:13]([NH:15][c:16]2[cH:17][cH:18][c:19](-[c:22]3[n:23][c:24]([N:33]4[CH:34]([CH3:39])[CH2:35][O:36][CH2:37][CH2:38]4)[c:25]4[c:26]([n:27]3)[CH2:28][N:29]([CH3:32])[CH2:30][CH2:31]4)[cH:20][cH:21]2)[n:14]1.[CH2:40]([O:41][c:42]1[n:43][c:44]([NH:45][c:46]2[cH:47][cH:48][c:49](-[c:50]3[n:51][c:52]([N:53]4[CH2:54][CH2:55][O:56][CH2:57][CH:58]4[CH3:59])[c:60]4[c:65]([n:66]3)[CH2:64][NH:63][CH2:62][CH2:61]4)[cH:67][cH:68]2)[cH:69][cH:70][cH:71]1)[c:72]1[cH:73][cH:74][cH:75][cH:76][cH:77]1.[CH3:87][I:88].[CH:78]([N:79]([CH2:80][CH3:81])[CH:82]([CH3:83])[CH3:84])([CH3:85])[CH3:86].[O:89]=[CH:90][N:91]([CH3:92])[CH3:93].[OH2:94]>>[O:8]=[c:9]1[cH:10][cH:11][cH:12][c:13]([NH:15][c:16]2[cH:17][cH:18][c:19](-[c:22]3[n:23][c:24]([N:33]4[CH:34]([CH3:39])[CH2:35][O:36][CH2:37][CH2:38]4)[c:25]4[c:26]([n:27]3)[CH2:28][N:29]([CH3:32])[CH2:30][CH2:31]4)[cH:20][cH:21]2)[nH:14]1. Reactants: ClC1=NC2=CC=CC=C2C(=N1)Cl (2,4-dichloroquinazoline), C1(CCCCCCC1)N (cyclooctylamine), CC1=NNC(=C1)C (3,5-dimethylpyrazole). The product is Cl.C1(CCCCCCC1)NC1=NC(=NC2=CC=CC=C12)N1N=C(C=C1C)C (Cyclooctyl-[2-(3,5-dimethyl-pyrazol-1-yl)-quinazolin-4-yl]-amine, Hydrochloride). As a reaction SMILES: [Cl:1][C:2]1[N:11]=[C:10](Cl)[C:9]2[C:4](=[CH:5][CH:6]=[CH:7][CH:8]=2)[N:3]=1.[CH:13]1([NH2:21])[CH2:20][CH2:19][CH2:18][CH2:17][CH2:16][CH2:15][CH2:14]1.[CH3:22][C:23]1[CH:27]=[C:26]([CH3:28])[NH:25][N:24]=1>>[ClH:1].[CH:13]1([NH:21][C:10]2[C:9]3[C:4](=[CH:5][CH:6]=[CH:7][CH:8]=3)[N:3]=[C:2]([N:24]3[C:23]([CH3:22])=[CH:27][C:26]([CH3:28])=[N:25]3)[N:11]=2)[CH2:20][CH2:19][CH2:18][CH2:17][CH2:16][CH2:15][CH2:14]1 |f:3.4|. Procedure details: Was prepared according to Method A from 2,4-dichloroquinazoline, cyclooctylamine and 3,5-dimethylpyrazole. Mp. 211° C. Starting materials: C[O-].[Na+] (sodium methylate), CN(C1=C(N(C(C)=O)C)C(=CC(=C1)C(CS(=O)(=O)C)O)N(C)C)C (2',6'-bis(dimethylamino)-4'-[1-hydroxy-2-(methylsulfonyl)ethyl]N-methylacetanilide), N(C1=CC=CC=C1)CCC#N (β-anilinopropionitrile). Solvent: CS(=O)C (dimethylsulfoxide). Product: N(C1=CC=CC=C1)C=C(CC1=CC(=C(N(C(C)=O)C)C(=C1)N(C)C)N(C)C)C#N (4'-(3-anilino-2-cyanoallyl)-2',6'-bis(dimethylamino)-N-methylacetanilide). RXN SMILES: C[O-].[Na+].[CH3:4][N:5]([CH3:27])[C:6]1[CH:16]=[C:15]([CH:17](O)CS(C)(=O)=O)[CH:14]=[C:13]([N:24]([CH3:26])[CH3:25])[C:7]=1[N:8]([CH3:12])[C:9](=[O:11])[CH3:10].[NH:28]([CH2:35][CH2:36][C:37]#[N:38])[C:29]1[CH:34]=[CH:33][CH:32]=[CH:31][CH:30]=1>CS(C)=O>[NH:28]([CH:35]=[C:36]([C:37]#[N:38])[CH2:17][C:15]1[CH:14]=[C:13]([N:24]([CH3:26])[CH3:25])[C:7]([N:8]([CH3:12])[C:9](=[O:11])[CH3:10])=[C:6]([N:5]([CH3:27])[CH3:4])[CH:16]=1)[C:29]1[CH:34]=[CH:33][CH:32]=[CH:31][CH:30]=1 |f:0.1|. Procedure details: A mixture of 1.23 g. of sodium methylate, 5.31 g. of 2',6'-bis(dimethylamino)-4'-[1-hydroxy-2-(methylsulfonyl)ethyl]N-methylacetanilide and 3.3 g. of β-anilinopropionitrile in 40 ml. of dimethylsulfoxide was stirred at room temperature under nitrogen for 5 hours. The mixture was poured into 200 ml. of ice water, the separated oil extracted with ethyl acetate, the ethyl acetate solution dried over sodium sulfate and evaporated. After purification of the residue over aluminum oxide with benzene an...